This data is from the Open Reaction Database (ORD), a public repository of structured organic reaction records. The task is: describe an organic reaction: reactants, conditions, products, and yield Reactants: FC1=CC=C(COC(C(=O)O)(C)C)C=C1 (2-(4-fluorobenzyloxy)-2-methylpropionic acid), [Si](C)(C)(C(C)(C)C)O[C@@H]1C=C2C=C[C@@H]([C@@H]([C@H]2[C@H](C1)O)CC[C@@H]1C[C@H](CC(O1)=O)O[Si](C)(C)C(C)(C)C)C ((4R,6R)-6-{(1S,2S,6S,8S,8aR)-2-[1,2,6,7,8,8a-hexahydro-6-t-butyldimethylsilyloxy-8-hydroxy-2-methyl-1-naphthyl]ethyl}tetrahydro-4-t-butyldimethylsilyloxy-2H-pyran-2-one). The product is [Si](C)(C)(C(C)(C)C)O[C@@H]1C=C2C=C[C@@H]([C@@H]([C@H]2[C@H](C1)OC(C(C)(C)OCC1=CC=C(C=C1)F)=O)CC[C@@H]1C[C@H](CC(O1)=O)O[Si](C)(C)C(C)(C)C)C ((4R,6R)-6-([1S,2S,6S,8S,8aR]-2-{1,2,6,7,8,8a-Hexahydro-6-t-butyldimethylsilyloxy-8-[2-(4-fluorobenzyloxy)-2-methylpropionyloxy]-2-methyl-1-naphthyl}ethyl)tetrahydro-4-t-butyldimethylsilyloxy-2H-pyran-2-one). RXN SMILES: [F:1][C:2]1[CH:15]=[CH:14][C:5]([CH2:6][O:7][C:8]([CH3:13])([CH3:12])[C:9]([OH:11])=[O:10])=[CH:4][CH:3]=1.[Si:16]([O:23][C@H:24]1[CH2:33][C@H:32](O)[C@H:31]2[C:26]([CH:27]=[CH:28][C@H:29]([CH3:52])[C@@H:30]2[CH2:35][CH2:36][C@H:37]2[O:42][C:41](=[O:43])[CH2:40][C@H:39]([O:44][Si:45]([C:48]([CH3:51])([CH3:50])[CH3:49])([CH3:47])[CH3:46])[CH2:38]2)=[CH:25]1)([C:19]([CH3:22])([CH3:21])[CH3:20])([CH3:18])[CH3:17]>>[Si:16]([O:23][C@H:24]1[CH2:33][C@H:32]([O:10][C:9](=[O:11])[C:8]([O:7][CH2:6][C:5]2[CH:4]=[CH:3][C:2]([F:1])=[CH:15][CH:14]=2)([CH3:13])[CH3:12])[C@H:31]2[C:26]([CH:27]=[CH:28][C@H:29]([CH3:52])[C@@H:30]2[CH2:35][CH2:36][C@H:37]2[O:42][C:41](=[O:43])[CH2:40][C@H:39]([O:44][Si:45]([C:48]([CH3:51])([CH3:50])[CH3:49])([CH3:46])[CH3:47])[CH2:38]2)=[CH:25]1)([C:19]([CH3:20])([CH3:21])[CH3:22])([CH3:18])[CH3:17]. Procedure details: A procedure similar to that described in Example 10, above, was followed, but using 770 mg of 2-(4-fluorobenzyloxy)-2-methylpropionic acid and 1.0 gof (4R,6R)-6-{(1S,2S,6S,8S,8aR)-2-[1,2,6,7,8,8a-hexahydro-6-t-butyldimethylsilyloxy-8-hydroxy-2-methyl-1-naphthyl]ethyl}tetrahydro-4-t-butyldimethylsilyloxy-2H-pyran-2-one [prepared as described in Example B, above], to give 1.17 g of the title compound as a colorless foam. The reactants are C(=O)=O.CC(=O)C (dry ice acetone), B(Br)(Br)Br (boron tribromide), ClC1=C(C(=O)OC)C(=CC(=C1)C(=O)NCC1=CC(=CC=C1)OC)Cl (2,6-dichloro-4-[[(3-methoxybenzyl)amino]carbonyl]benzoic acid, methyl ester). Run in ClCCl (dichloromethane). Reaction conditions: time 3 hour. Yields the product ClC1=C(C(=O)O)C(=CC(=C1)C(=O)NCC1=CC(=CC=C1)O)Cl (2,6-dichloro-4-[[(3-hydroxybenzyl)amino]carbonyl]benzoic acid). Isolated yield 80.0%. Reaction SMILES: [Cl:1][C:2]1[CH:11]=[C:10]([C:12]([NH:14][CH2:15][C:16]2[CH:21]=[CH:20][CH:19]=[C:18]([O:22]C)[CH:17]=2)=[O:13])[CH:9]=[C:8]([Cl:24])[C:3]=1[C:4]([O:6]C)=[O:5].C(=O)=O.CC(C)=O.B(Br)(Br)Br>ClCCl>[Cl:1][C:2]1[CH:11]=[C:10]([C:12]([NH:14][CH2:15][C:16]2[CH:21]=[CH:20][CH:19]=[C:18]([OH:22])[CH:17]=2)=[O:13])[CH:9]=[C:8]([Cl:24])[C:3]=1[C:4]([OH:6])=[O:5] |f:1.2|. Procedure: A suspension of 2,6-dichloro-4-[[(3-methoxybenzyl)amino]carbonyl]benzoic acid, methyl ester (11.83 g, 32.1 mmol) in dichloromethane (400 mL) was cooled to ˜−78° C. (dry ice-acetone bath) and boron tribromide (1M in dichloromethane; 100 mL, 100 mmol) was added. The mixture was stirred in the cooling bath for 3 h and then allowed to stand at room temperature for 72 h. The supernatant was decanted off and water (300 mL) was added to each of the supernatant and the residue. The mixtures were stirred... Reactants: SCCS, C=C(C)C(OC)OC, COC(OC)C(C)C[Si](OC)(OC)OC, CO[SiH](OC)OC, [Cl-], [Cl-], [Zn+2]. The product is CO[Si](CC(C)C1SCCS1)(OC)OC. Reaction SMILES: [CH2:31]([CH2:32][SH:33])[SH:34].[CH3:16][O:17][CH:18]([O:19][CH3:20])[C:21](=[CH2:22])[CH3:23].[CH3:1][O:2][CH:3]([CH:4]([CH2:5][Si:6]([O:7][CH3:8])([O:9][CH3:10])[O:11][CH3:12])[CH3:13])[O:14][CH3:15].[CH3:24][O:25][SiH:26]([O:27][CH3:28])[O:29][CH3:30].[Cl-:35].[Cl-:37].[Zn+2:36]>>[CH:3]1([CH:4]([CH2:5][Si:6]([O:7][CH3:8])([O:9][CH3:10])[O:11][CH3:12])[CH3:13])[S:33][CH2:32][CH2:31][S:34]1. Run in C(C)(=O)OCC (ethyl acetate). The reagents and catalysts are [Pd] (palladium on carbon). Conditions: time 1 hour. Procedure details: A solution of dibenzyl N-((4[N,N-bis-(2-chloroethyl)amino]3-chlorophenylcarbamoyl))-L-glutamate (350 mg) in ethyl acetate (30 ml ) containing 30% palladium on carbon 70 mg (50% moist) was stirred under an atmosphere of hydrogen for 1 hour. After filtration of the catalyst the filtrate was evaporated to dryness and the residue triturated with ether/ethyl acetate to obtain N-(4-[N,N-bis(2-chloroethyl)amino]-3-chlorophenylcarbamoyl)-L glutamic acid as an oil. NMR: 8.7 (s) 1H; 7.6 (s) 1H; 7.1-7.4 (m... The product is ClCCN(CCCl)C1=C(C=C(C=C1)NC(=O)N[C@@H](CCC(=O)O)C(=O)O)Cl (N-(4-[N,N-bis(2-chloroethyl)amino]-3-chlorophenylcarbamoyl)-L glutamic acid). Starting materials: ClCCN(CCCl)C1=C(C=C(C=C1)NC(=O)N[C@@H](CCC(=O)OCC1=CC=CC=C1)C(=O)OCC1=CC=CC=C1)Cl (dibenzyl N-((4[N,N-bis-(2-chloroethyl)amino]3-chlorophenylcarbamoyl))-L-glutamate). Reaction SMILES: [Cl:1][CH2:2][CH2:3][N:4]([C:8]1[CH:13]=[CH:12][C:11]([NH:14][C:15]([NH:17][C@H:18]([C:31]([O:33]CC2C=CC=CC=2)=[O:32])[CH2:19][CH2:20][C:21]([O:23]CC2C=CC=CC=2)=[O:22])=[O:16])=[CH:10][C:9]=1[Cl:41])[CH2:5][CH2:6][Cl:7]>C(OCC)(=O)C.[Pd]>[Cl:7][CH2:6][CH2:5][N:4]([C:8]1[CH:13]=[CH:12][C:11]([NH:14][C:15]([NH:17][C@H:18]([C:31]([OH:33])=[O:32])[CH2:19][CH2:20][C:21]([OH:23])=[O:22])=[O:16])=[CH:10][C:9]=1[Cl:41])[CH2:3][CH2:2][Cl:1]. Reactants: C1(=C(C=CC=C1)P(C1=C(C=CC=C1)C)C1=C(C=CC=C1)C)C (tri-o-tolylphosphine), BrC=1C2=CC=C3C(=C2C=C2C=CC=CC12)C=CC=C3C3=CC=CC=C3 (7-bromo-4-phenylbenz[a]anthracene), C(=O)C1=CC=C(C=C1)B(O)O (4-formylphenylboronic acid), P(=O)([O-])([O-])[O-].[K+].[K+].[K+] (tripotassium phosphate). The reagents and catalysts are C(C)(=O)[O-].[Pd+2].C(C)(=O)[O-] (palladium(II) acetate). Run in C1(=CC=CC=C1)C (toluene), O (water), O1CCOCC1 (dioxane). Product: C1(=CC=CC=C1)C1=CC=CC=2C1=CC=C1C(=C3C=CC=CC3=CC21)C2=CC=C(C=O)C=C2 (4-(4-Phenylbenz[a]anthracen-7-yl)benzaldehyde). Reaction SMILES: C1(C)C=CC=CC=1P(C1C=CC=CC=1C)C1C=CC=CC=1C.Br[C:24]1[C:25]2[C:30]([CH:31]=[C:32]3[C:37]=1[CH:36]=[CH:35][CH:34]=[CH:33]3)=[C:29]1[CH:38]=[CH:39][CH:40]=[C:41]([C:42]3[CH:47]=[CH:46][CH:45]=[CH:44][CH:43]=3)[C:28]1=[CH:27][CH:26]=2.[CH:48]([C:50]1[CH:55]=[CH:54][C:53](B(O)O)=[CH:52][CH:51]=1)=[O:49].P([O-])([O-])([O-])=O.[K+].[K+].[K+]>C1(C)C=CC=CC=1.C([O-])(=O)C.[Pd+2].C([O-])(=O)C.O.O1CCOCC1>[C:42]1([C:41]2[C:28]3=[CH:27][CH:26]=[C:25]4[C:30]([CH:31]=[C:32]5[C:37]([CH:36]=[CH:35][CH:34]=[CH:33]5)=[C:24]4[C:53]4[CH:54]=[CH:55][C:50]([CH:48]=[O:49])=[CH:51][CH:52]=4)=[C:29]3[CH:38]=[CH:39][CH:40]=2)[CH:47]=[CH:46][CH:45]=[CH:44][CH:43]=1 |f:3.4.5.6,8.9.10|. Reported procedure: 913 mg (3 mmol) of tri-o-tolylphosphine and then 112 mg (0.5 mmol) of palladium(II) acetate are added to a well-stirred suspension of 15.3 g (40 mmol) of 7-bromo-4-phenylbenz[a]anthracene, 7.5 g (50 mmol) of 4-formylphenylboronic acid and 25.5 g (120 mmol) of tripotassium phosphate in a mixture of 300 ml of toluene, 100 ml of dioxane and 400 ml of water, and the mixture is subsequently heated under reflux for 16 h. After cooling, the precipitated solid is filtered off with suction, washed three ... The reactants are Brc1cnc(NC2=NCC3(CN4CCC3CC4)O2)nc1-c1ccccc1, C1CCOC1, O=C(OO)c1cccc(Cl)c1. Product: [O-][N+]12CCC(CC1)C1(CN=C(Nc3ncc(Br)c(-c4ccccc4)n3)O1)C2. RXN SMILES: [Br:12][c:13]1[c:14](-[c:32]2[cH:33][cH:34][cH:35][cH:36][cH:37]2)[n:15][c:16]([NH:19][C:20]2=[N:24][CH2:23][C:22]3([O:21]2)[CH2:25][N:26]2[CH2:27][CH2:28][CH:29]3[CH2:30][CH2:31]2)[n:17][cH:18]1.[CH2:38]1[O:39][CH2:40][CH2:41][CH2:42]1.[OH:1][O:2][C:3]([c:4]1[cH:5][c:6]([Cl:7])[cH:8][cH:9][cH:10]1)=[O:11]>>[O-:1][N+:26]12[CH2:25][C:22]3([O:21][C:20]([NH:19][c:16]4[n:15][c:14](-[c:32]5[cH:33][cH:34][cH:35][cH:36][cH:37]5)[c:13]([Br:12])[cH:18][n:17]4)=[N:24][CH2:23]3)[CH:29]([CH2:28][CH2:27]1)[CH2:30][CH2:31]2. Reactants: C(C)(C)CC(C)(C)C (iso-octane), C1(=CC=CC=C1)C(CC)(O)C1=CC=CC=C1 (1,1-diphenyl-1-propanol), C(C)(C)O (isopropanol), solution, S(O)(O)(=O)=O (sulphuric acid). Run in O (water). Yields the product C1(=CC=CC=C1)C(=CC)C1=CC=CC=C1 (1,1-diphenyl-1-propene). The yield is 49.4%. As a reaction SMILES: [C:1]1([C:7]([C:11]2[CH:16]=[CH:15][CH:14]=[CH:13][CH:12]=2)(O)[CH2:8][CH3:9])[CH:6]=[CH:5][CH:4]=[CH:3][CH:2]=1.C(O)(C)C.S(=O)(=O)(O)O.C(CC(C)(C)C)(C)C>O>[C:1]1([C:7]([C:11]2[CH:12]=[CH:13][CH:14]=[CH:15][CH:16]=2)=[CH:8][CH3:9])[CH:6]=[CH:5][CH:4]=[CH:3][CH:2]=1. Reported procedure: A mixture of 1,1-diphenyl-1-propanol (64 g, 0.30 mol), isopropanol (300 ml) and a 5 N solution of sulphuric acid (150 ml) was heated at reflux temperature for 18 h. The reaction mixture was cooled, diluted with water (600 ml) and extracted with toluene (3×150 ml). The combined organic phases was dried over sodium sulphate and the solvent was evaporated in vacuo to give a solid residue which was trituated with iso-octane. The solid was collected by filtration to give 28.8 g (49%) of 1,1-diphenyl-... Starting materials: CN(C)C=O, O=C(Cl)C(=O)Cl, ClCCl, O=C(O)Cc1c(F)cc2ncccc2c1F. Product: O=C(Cl)Cc1c(F)cc2ncccc2c1F. Reaction SMILES: [CH3:23][N:24]([CH3:25])[CH:26]=[O:27].[Cl:17][C:18]([C:19]([Cl:20])=[O:21])=[O:22].[Cl:28][CH2:29][Cl:30].[F:1][c:2]1[c:3]2[cH:4][cH:5][cH:6][n:7][c:8]2[cH:9][c:10]([F:16])[c:11]1[CH2:12][C:13](=[O:14])[OH:15]>>[F:1][c:2]1[c:3]2[cH:4][cH:5][cH:6][n:7][c:8]2[cH:9][c:10]([F:16])[c:11]1[CH2:12][C:13](=[O:14])[Cl:17]. Reactants: COC1=C(C=CC(=C1)OC)O (2,4-dimethoxyphenol), C(=S)=S (carbon disulfide), BrBr (bromine). Solvent: O (water). Conditions: time 1 hour. Yields the product BrC=1C=C(C(=CC1OC)OC)O (3-bromo-4,6-dimethoxyphenol). Yield: 92.0%. RXN SMILES: [CH3:1][O:2][C:3]1[CH:8]=[C:7]([O:9][CH3:10])[CH:6]=[CH:5][C:4]=1[OH:11].C(=S)=S.[Br:15]Br>O>[Br:15][C:6]1[CH:5]=[C:4]([OH:11])[C:3]([O:2][CH3:1])=[CH:8][C:7]=1[O:9][CH3:10]. Procedure: To a mixed solution comprising 8.6 g of 2,4-dimethoxyphenol and 80 ml of carbon disulfide (CS2) was added dropwise 2.86 ml of bromine at 10° to 15° C. After stirring the mixture at room temperature for one hour, water was added to the reaction mixture and the reaction mixture was extracted with diethyl ether. The extract was washed and dried, and the solvent was removed under reduced pressure. Hexane was added to the obtained residue and the precipitated crystals were collected by filtration to ...